From a dataset of the Open Reaction Database (ORD), a public repository of structured organic reaction records. describe an organic reaction: reactants, conditions, products, and yield Reactants: COC(=O)[C@H]1CN(C[C@@H]1C1=CC(=C(C=C1)Cl)Cl)CC1=CC=CC=C1 ((3R,4S)-1-Benzyl-4-(3,4-dichloro-phenyl)-pyrrolidine-3-carboxylic acid methyl ester), O (water), [OH-].[Na+] (NaOH), O (water), [H-].[H-].[H-].[H-].[Li+].[Al+3] (LiAlH4). Solvent: C1CCOC1 (THF). Run at time 30 minute. Yields the product C(C1=CC=CC=C1)N1C[C@@H]([C@H](C1)C1=CC(=C(C=C1)Cl)Cl)CO ([(3R,4S)-1-Benzyl-4-(3,4-dichloro-phenyl)-pyrrolidin-3-yl]-methanol), solid. The yield is 95.0%. Reaction SMILES: C[O:2][C:3]([C@@H:5]1[C@@H:9]([C:10]2[CH:15]=[CH:14][C:13]([Cl:16])=[C:12]([Cl:17])[CH:11]=2)[CH2:8][N:7]([CH2:18][C:19]2[CH:24]=[CH:23][CH:22]=[CH:21][CH:20]=2)[CH2:6]1)=O.[H-].[H-].[H-].[H-].[Li+].[Al+3].O.[OH-].[Na+]>C1COCC1>[CH2:18]([N:7]1[CH2:8][C@H:9]([C:10]2[CH:15]=[CH:14][C:13]([Cl:16])=[C:12]([Cl:17])[CH:11]=2)[C@@H:5]([CH2:3][OH:2])[CH2:6]1)[C:19]1[CH:20]=[CH:21][CH:22]=[CH:23][CH:24]=1 |f:1.2.3.4.5.6,8.9|. Procedure details: (3R,4S)-1-Benzyl-4-(3,4-dichloro-phenyl)-pyrrolidine-3-carboxylic acid methyl ester (28.5 g, 0.078 mol) were dissolved in THF (800 mL). At 0° C. LiAlH4 (3.12 g, 0.082 mol) was added portion wise. After stirring at 0° C. for 4 h water (20 mL), then 5N NaOH (20 mL) and additional water (30 mL) was added. After stirring at ambient temperature for 30 min the mixture was extracted with ethyl acetate (3×10 mL), the combined organic phases were dried on sodium sulfate, filtered and evaporated. The crud... Reactants: CCOC(C)=O, COCCCCn1c(C(=O)N(CC(C)C)C2CC(C(=O)N3CCOCC3)CN(C(=O)OC(C)(C)C)C2)ccc1-c1cccs1, CCOC(C)=O, Cl. The product is COCCCCn1c(C(=O)N(CC(C)C)C2CNCC(C(=O)N3CCOCC3)C2)ccc1-c1cccs1. As a reaction SMILES: [C:45]([O:46][CH2:47][CH3:48])(=[O:49])[CH3:50].[CH3:1][O:2][CH2:3][CH2:4][CH2:5][CH2:6][n:7]1[c:8]([C:17](=[O:18])[N:19]([CH:20]2[CH2:21][N:22]([C:34]([O:35][C:36]([CH3:37])([CH3:38])[CH3:39])=[O:40])[CH2:23][CH:24]([C:26](=[O:27])[N:28]3[CH2:29][CH2:30][O:31][CH2:32][CH2:33]3)[CH2:25]2)[CH2:41][CH:42]([CH3:43])[CH3:44])[cH:9][cH:10][c:11]1-[c:12]1[s:13][cH:14][cH:15][cH:16]1.[CH3:52][CH2:53][O:54][C:55](=[O:56])[CH3:57].[ClH:51]>>[CH3:1][O:2][CH2:3][CH2:4][CH2:5][CH2:6][n:7]1[c:8]([C:17](=[O:18])[N:19]([CH:20]2[CH2:21][NH:22][CH2:23][CH:24]([C:26](=[O:27])[N:28]3[CH2:29][CH2:30][O:31][CH2:32][CH2:33]3)[CH2:25]2)[CH2:41][CH:42]([CH3:43])[CH3:44])[cH:9][cH:10][c:11]1-[c:12]1[s:13][cH:14][cH:15][cH:16]1. Reactants: CSc1ncc2cc(-c3cc(NC(=O)Nc4cc(C(C)(C)C)no4)c(F)cc3C)c(=O)n(C)c2n1, CN. The product is CNc1ncc2cc(-c3cc(NC(=O)Nc4cc(C(C)(C)C)no4)c(F)cc3C)c(=O)n(C)c2n1. As a reaction SMILES: [C:1]([CH3:2])([CH3:3])([CH3:4])[c:5]1[n:6][o:7][c:8]([NH:10][C:11](=[O:12])[NH:13][c:14]2[c:15]([F:35])[cH:16][c:17]([CH3:34])[c:18](-[c:20]3[cH:21][c:22]4[c:23]([n:24][c:25]([S:28][CH3:29])[n:26][cH:27]4)[n:30]([CH3:33])[c:31]3=[O:32])[cH:19]2)[cH:9]1.[CH3:36][NH2:37]>>[C:1]([CH3:2])([CH3:3])([CH3:4])[c:5]1[n:6][o:7][c:8]([NH:10][C:11](=[O:12])[NH:13][c:14]2[c:15]([F:35])[cH:16][c:17]([CH3:34])[c:18](-[c:20]3[cH:21][c:22]4[c:23]([n:24][c:25]([NH:37][CH3:36])[n:26][cH:27]4)[n:30]([CH3:33])[c:31]3=[O:32])[cH:19]2)[cH:9]1. The reactants are Cc1ccc(S(=O)(=O)Cl)cc1, COCC(C)O, ClCCl, c1ccncc1. Product: COCC(C)OS(=O)(=O)c1ccc(C)cc1. RXN SMILES: [CH3:10][c:11]1[cH:12][cH:13][c:14]([S:17](=[O:18])(=[O:19])[Cl:20])[cH:15][cH:16]1.[CH3:1][O:2][CH2:3][CH:4]([CH3:5])[OH:6].[Cl:7][CH2:8][Cl:9].[cH:21]1[cH:22][cH:23][n:24][cH:25][cH:26]1>>[CH3:1][O:2][CH2:3][CH:4]([CH3:5])[O:6][S:17]([c:14]1[cH:13][cH:12][c:11]([CH3:10])[cH:16][cH:15]1)(=[O:18])=[O:19]. Reactants: N1C=C(C2=CC=CC=C12)C1CCC(CC1)=O (4-(1H-3-Indolyl)-cyclohexanone), O1CCOC12CCC(CC2)C2=CNC1=CC(=CC=C21)F (3-(1,4-dioxa-spiro[4,5]dec-8-yl)-6-fluoro-1H-indole). Product: FC1=CC=C2C(=CNC2=C1)C1CCC(CC1)=O (4-(6-Fluoro-1H-3-indolyl)-cyclohexanone). Yield: 425.3%. As a reaction SMILES: N1C2C(=CC=CC=2)C(C2CCC(=O)CC2)=C1.O1[C:21]2([CH2:26][CH2:25][CH:24]([C:27]3[C:35]4[C:30](=[CH:31][C:32]([F:36])=[CH:33][CH:34]=4)[NH:29][CH:28]=3)[CH2:23][CH2:22]2)[O:20]CC1>>[F:36][C:32]1[CH:31]=[C:30]2[C:35]([C:27]([CH:24]3[CH2:23][CH2:22][C:21](=[O:20])[CH2:26][CH2:25]3)=[CH:28][NH:29]2)=[CH:34][CH:33]=1. Procedure: This compound was prepared in the manner described above for intermediate 3a by replacing 3-(1,4-dioxa-spiro[4,5]dec-8-yl)-1H-indole with 3-(1,4-dioxa-spiro[4,5]dec-8-yl)-6-fluoro-1H-indole (5.4 g) to afford 19.29 g (99%) of the title compound as a white solid: mp 102-105° C. The reactants are C(C)OC(=O)C1=NOC(=C1)C1=C(C=C(C(=C1)C(C)(C)C)OCC1=CC=CC=C1)OCC1=CC=CC=C1 (5-(2,4-Bis-benzyloxy-5-tert-butyl-phenyl)-isoxazole-3-carboxylic acid ethyl ester), C(C)N (ethylamine). The solvent is CO (methanol). Reaction conditions: time 2 hour. Yields the product C(C)NC(=O)C1=NOC(=C1)C1=C(C=C(C(=C1)C(C)(C)C)OCC1=CC=CC=C1)OCC1=CC=CC=C1 (5-(2,4-Bis-benzyloxy-5-tert-butyl-phenyl)-isoxazole-3-carboxylic acid ethylamide). RXN SMILES: C(O[C:4]([C:6]1[CH:10]=[C:9]([C:11]2[CH:16]=[C:15]([C:17]([CH3:20])([CH3:19])[CH3:18])[C:14]([O:21][CH2:22][C:23]3[CH:28]=[CH:27][CH:26]=[CH:25][CH:24]=3)=[CH:13][C:12]=2[O:29][CH2:30][C:31]2[CH:36]=[CH:35][CH:34]=[CH:33][CH:32]=2)[O:8][N:7]=1)=[O:5])C.[CH2:37]([NH2:39])[CH3:38]>CO>[CH2:37]([NH:39][C:4]([C:6]1[CH:10]=[C:9]([C:11]2[CH:16]=[C:15]([C:17]([CH3:19])([CH3:18])[CH3:20])[C:14]([O:21][CH2:22][C:23]3[CH:24]=[CH:25][CH:26]=[CH:27][CH:28]=3)=[CH:13][C:12]=2[O:29][CH2:30][C:31]2[CH:32]=[CH:33][CH:34]=[CH:35][CH:36]=2)[O:8][N:7]=1)=[O:5])[CH3:38]. Procedure: 5-(2,4-Bis-benzyloxy-5-tert-butyl-phenyl)-isoxazole-3-carboxylic acid ethyl ester (10.0 g, 20.6 mmol) was added to a solution of ethylamine in methanol (60 ml, 2.0M) and the suspension heated, oil bath temperature 75° C., for ˜2 hrs. The resulting solution was allowed to cool and concentrated to a pale brown oil, dichloromethane (150 ml) was added and the solution washed with water (100 ml) and saturated aqueous sodium chloride solution (75 ml). The solution was dried over anhydrous sodium sulph... Starting materials: CO, CCC(=O)N1CCC(=O)c2cc([N+](=O)[O-])ccc21. Product: CCC(=O)N1CCC(=O)c2cc(N)ccc21. As a reaction SMILES: [CH3:19][OH:20].[N+:1]([O-:2])(=[O:3])[c:4]1[cH:5][c:6]2[c:11]([cH:12][cH:13]1)[N:10]([C:14]([CH2:15][CH3:16])=[O:17])[CH2:9][CH2:8][C:7]2=[O:18]>>[NH2:1][c:4]1[cH:5][c:6]2[c:11]([cH:12][cH:13]1)[N:10]([C:14]([CH2:15][CH3:16])=[O:17])[CH2:9][CH2:8][C:7]2=[O:18].